Dataset: the Open Reaction Database (ORD), a public repository of structured organic reaction records. Task: describe an organic reaction: reactants, conditions, products, and yield Procedure details: A solution of 110.6 mmol of 3-fluoro-benzylalcohol and 108.8 mmol of triphenylphosphine in 150 ml of tetrahydrofuran was added dropwise, within 50 min under a nitrogen atmosphere at 0° C., to a solution of 100.5 mmol of (S)-1-(4-hydroxy-phenyl)-5-oxo-pyrrolidine-3-carboxylic acid methyl ester and 100.5 mmol of diisopropyl azodicarboxylate in 200 ml of tetrahydrofuran. The mixture was left to warm to RT and stirring was continued for 18 hours. The mixture was evaporated under reduced pressure. Th... Conditions: time 18 hour. As a reaction SMILES: [F:1][C:2]1[CH:3]=[C:4]([CH:7]=[CH:8][CH:9]=1)[CH2:5][OH:6].[C:10]1([P:16]([C:23]2[CH:28]=[CH:27][CH:26]=[CH:25][CH:24]=2)[C:17]2[CH:22]=[CH:21][CH:20]=[CH:19][CH:18]=2)[CH:15]=[CH:14][CH:13]=[CH:12][CH:11]=1.[CH3:29][O:30][C:31]([C@H:33]1[CH2:37][C:36](=[O:38])[N:35]([C:39]2[CH:44]=[CH:43][C:42](O)=[CH:41][CH:40]=2)[CH2:34]1)=[O:32].[N:46]([C:54]([O:56][CH:57]([CH3:59])[CH3:58])=[O:55])=[N:47][C:48]([O:50][CH:51]([CH3:53])[CH3:52])=[O:49].C1(P(=O)(C2C=CC=CC=2)C2C=CC=CC=2)C=CC=CC=1>O1CCCC1>[CH3:29][O:30][C:31]([C@H:33]1[CH2:37][C:36](=[O:38])[N:35]([C:39]2[CH:44]=[CH:43][C:42]([O:6][CH2:5][C:4]3[CH:7]=[CH:8][CH:9]=[C:2]([F:1])[CH:3]=3)=[CH:41][CH:40]=2)[CH2:34]1)=[O:32].[C:23]1([P:16]([C:10]2[CH:11]=[CH:12][CH:13]=[CH:14][CH:15]=2)[C:17]2[CH:22]=[CH:21][CH:20]=[CH:19][CH:18]=2)[CH:24]=[CH:25][CH:26]=[CH:27][CH:28]=1.[NH:46]([C:54]([O:56][CH:57]([CH3:59])[CH3:58])=[O:55])[NH:47][C:48]([O:50][CH:51]([CH3:52])[CH3:53])=[O:49]. The product is COC(=O)[C@@H]1CN(C(C1)=O)C1=CC=C(C=C1)OCC1=CC(=CC=C1)F ((S)-1-[4-(3-fluoro-benzyloxy)-phenyl]-5-oxo-pyrrolidine-3-carboxylic acid methyl ester), C1(=CC=CC=C1)P(C1=CC=CC=C1)C1=CC=CC=C1 (triphenylphosphine), N(NC(=O)OC(C)C)C(=O)OC(C)C (diisopropyl hydrazodicarboxylate). The solvent is O1CCCC1 (tetrahydrofuran), O1CCCC1 (tetrahydrofuran). Starting materials: FC=1C=C(CO)C=CC1 (3-fluoro-benzylalcohol), C1(=CC=CC=C1)P(C1=CC=CC=C1)C1=CC=CC=C1 (triphenylphosphine), COC(=O)[C@@H]1CN(C(C1)=O)C1=CC=C(C=C1)O ((S)-1-(4-hydroxy-phenyl)-5-oxo-pyrrolidine-3-carboxylic acid methyl ester), N(=NC(=O)OC(C)C)C(=O)OC(C)C (diisopropyl azodicarboxylate), C1(=CC=CC=C1)P(C1=CC=CC=C1)(C1=CC=CC=C1)=O (triphenylphosphinoxide).